The task is: describe an organic reaction: reactants, conditions, products, and yield. This data is from the Open Reaction Database (ORD), a public repository of structured organic reaction records. The reactants are solution, C(CCC)[Li] (n-butyl lithium), C(C)OC(CC1=CC=C(C=C1)OCCCN1CCOCC1)=O ([4-(3-morpholin-4-yl-propoxy)-phenyl]-acetic acid ethyl ester), C(C)OC(CC1=CC=C(C=C1)OCCCN1CCOCC1)=O ([4-(3-morpholin-4-yl-propoxy)-phenyl]-acetic acid ethyl ester), lithium anion, C(C)#N (acetonitrile), C(C)#N (acetonitrile), ( g ). The solvent is C1CCCCC1 (cyclohexane), C1CCOC1 (THF). Conditions: temperature -78 celsius, time 1.5 hour. Yields the product nitrile, N1(CCOCC1)CCCOC1=CC=C(C=C1)CC(CC#N)=O (4-[4-(3-morpholin-4-yl-propoxy)-phenyl]-3-oxo-butyronitrile). Reaction SMILES: C(O[C:4](=[O:22])[CH2:5][C:6]1[CH:11]=[CH:10][C:9]([O:12][CH2:13][CH2:14][CH2:15][N:16]2[CH2:21][CH2:20][O:19][CH2:18][CH2:17]2)=[CH:8][CH:7]=1)C.[C:23](#[N:25])[CH3:24].C([Li])CCC>C1COCC1.C1CCCCC1>[N:16]1([CH2:15][CH2:14][CH2:13][O:12][C:9]2[CH:8]=[CH:7][C:6]([CH2:5][C:4](=[O:22])[CH2:24][C:23]#[N:25])=[CH:11][CH:10]=2)[CH2:17][CH2:18][O:19][CH2:20][CH2:21]1. Reported procedure: The [4-(3-morpholin-4-yl-propoxy)-phenyl]-acetic acid ethyl ester is then condensed with the lithium anion of acetonitrile by the following method: A solution of dry acetonitrile (0.254 mL) in 5 mL of THF, that had been cooled in a dry ice-acetone bath for 2 h under Ar(g), is treated dropwise with 2.43 mL of a 2M solution of n-butyl lithium in cyclohexane. This mixture is allowed to stir at −78° C. for an additional 1.5 h, and is subsequently treated with 1.15 gms. of [4-(3-morpholin-4-yl-propox... The reactants are C(C)OC(C(\C(=C\CP(=O)(OCC)OCC)\C)NC=O)=O (E-2-formylamino-3-methyl-5-diethylphosphono-3-pentenoic acid ethylester). Solvent: Cl (hydrochloric acid). Product: NC(C(=O)O)\C(=C\CP(=O)(O)O)\C (E-2-amino-3-methyl-5-phosphono-3-pentenoic acid). RXN SMILES: C([O:3][C:4](=[O:21])[CH:5]([NH:18]C=O)/[C:6](/[CH3:17])=[CH:7]/[CH2:8][P:9]([O:14]CC)([O:11]CC)=[O:10])C>Cl>[NH2:18][CH:5](/[C:6](/[CH3:17])=[CH:7]/[CH2:8][P:9]([OH:14])([OH:11])=[O:10])[C:4]([OH:21])=[O:3]. Reported procedure: 6.3 g of E-2-formylamino-3-methyl-5-diethylphosphono-3-pentenoic acid ethylester are heated for 30 hours at 100°-100° under nitrogen in 400 ml of 4.35N hydrochloric acid. Working up as in Example 11 yields E-2-amino-3-methyl-5-phosphono-3-pentenoic acid in the form of a white powder, m.p. 168°, 1H-NMR (D2O): 1.50 (d, 3H, CH3); 2.4 (m, 2H, CH2); 4.30 (s, 1H, C(2)--H); 5.60 (m, 1H, C(4)--H). Starting materials: Cl (hydrochloric acid), C(C)(=O)N1CC2=C(CC1)SC(=C2N)C(=O)OCCCC (n-butyl 5-acetyl-3-amino-4,5,6,7-tetrahydrothieno[3,2-c]pyridine-2-carboxylate), resultant mixture. Run in C(CCC)O (n-butanol). The product is Cl.NC1=C(SC2=C1CNCC2)C(=O)OCCCC (n-butyl 3-amino-4,5,6,7-tetrahydrothieno[3,2-c]pyridine-2-carboxylate hydrochloride). The yield is 64.0%. As a reaction SMILES: [ClH:1].C([N:5]1[CH2:10][CH2:9][C:8]2[S:11][C:12]([C:15]([O:17][CH2:18][CH2:19][CH2:20][CH3:21])=[O:16])=[C:13]([NH2:14])[C:7]=2[CH2:6]1)(=O)C>C(O)CCC>[ClH:1].[NH2:14][C:13]1[C:7]2[CH2:6][NH:5][CH2:10][CH2:9][C:8]=2[S:11][C:12]=1[C:15]([O:17][CH2:18][CH2:19][CH2:20][CH3:21])=[O:16] |f:3.4|. Procedure: 40 ml of n-butanol and then 5.1 ml of concentrated hydrochloric acid were added to 2.96 g of n-butyl 5-acetyl-3-amino-4,5,6,7-tetrahydrothieno[3,2-c]pyridine-2-carboxylate (Compound No. 18) obtained in Example 2. The resultant mixture was heated in a steam bath for 2 hours. The solvent was distilled off. 20° ml of acetonitrile was added to the reaction mixture and the crystals thus formed were taken by filtration to obtain 1.86 g (64%) of n-butyl 3-amino-4,5,6,7-tetrahydrothieno[3,2-c]pyridine-2... Reactants: C(C)(C)(C)C=1C=C(C=C(C1O)C(C)(C)C)C=1N=C2SCCN2C1SC#N (6-(3,5-di-tert-butyl-4-hydroxyphenyl)-5-thiocyanato-2,3-dihydroimidazo[2,1-b]thiazole), CI (methyl iodide), [OH-].[K+] (potassium hydroxide). Run in CO (methanol), O (water), CO (methanol). Run at temperature 0 celsius, time 30 minute. Yields the product C(C)(C)(C)C=1C=C(C=C(C1O)C(C)(C)C)C=1N=C2SCCN2C1SC (6-(3,5-di-tert-butyl-4-hydroxyphenyl)-5-methylthio-2,3-dihydroimidazo[2,1-b]thiazole). Isolated yield 14.2%. Reaction SMILES: [C:1]([C:5]1[CH:6]=[C:7]([C:16]2[N:17]=[C:18]3[N:22]([C:23]=2[S:24][C:25]#N)[CH2:21][CH2:20][S:19]3)[CH:8]=[C:9]([C:12]([CH3:15])([CH3:14])[CH3:13])[C:10]=1[OH:11])([CH3:4])([CH3:3])[CH3:2].CI.[OH-].[K+]>CO.O>[C:12]([C:9]1[CH:8]=[C:7]([C:16]2[N:17]=[C:18]3[N:22]([C:23]=2[S:24][CH3:25])[CH2:21][CH2:20][S:19]3)[CH:6]=[C:5]([C:1]([CH3:4])([CH3:3])[CH3:2])[C:10]=1[OH:11])([CH3:13])([CH3:14])[CH3:15] |f:2.3|. Reported procedure: In 10 ml of methanol was dissolved 1.3 g of 6-(3,5-di-tert-butyl-4-hydroxyphenyl)-5-thiocyanato-2,3-dihydroimidazo[2,1-b]thiazole and after cooling the solution to 0° C., 0.65 g of methyl iodide was added dropwise to the solution with stirring and further a solution of 0.2 g of potassium hydroxide dissolved in a mixture of 2 ml of water and 2 ml of methanol was added dropwise to the solution. After 30 minutes, the reaction mixture was concentrated and the residue was purified by silica gel colum... Starting materials: Cl (hydrogen chloride), NC=1C(=CC=CC1)C (o-toluidine), Cl (hydrogen chloride), ClCl (chlorine). Solvent: ClC1=CC=CC=C1 (chlorobenzene). Product: ClC1=CC=C(C(N)=C1)C (5-chloro-2-toluidine). As a reaction SMILES: [ClH:1].[NH2:2][C:3]1[C:4]([CH3:9])=[CH:5][CH:6]=[CH:7][CH:8]=1.ClCl>ClC1C=CC=CC=1>[Cl:1][C:7]1[CH:8]=[C:3]([NH2:2])[C:4]([CH3:9])=[CH:5][CH:6]=1. Procedure details: 57 g of hydrogen chloride (= 1.56 mols) were introduced, while thoroughly stirring, into a solution of 160 g of distilled o-toluidine (= 1.5 mols) in 1300 ml of chlorobenzene in the course of 30 - 45 minutes. It is advisable but not necessary to cool the reaction mixture slightly in a water bath. 105 g of chlorine gas (= 1.48 mols) were introduced at 35°C within 13/4 hours. Then, the hydrogen chloride still in solution was blown out with air. The hydrochloride was suction-filtered through a Buch...